The task is: describe an organic reaction: reactants, conditions, products, and yield. This data is from the Open Reaction Database (ORD), a public repository of structured organic reaction records. Starting materials: C(C)(=O)OCC (ethyl acetate), C([O-])([O-])=O.[K+].[K+] (potassium carbonate), OO (hydrogen peroxide), ClC=1C=C(OC2=CC=C(C#N)C=C2)C=C(C1C[C@H]1C(N(CC1)N1CCC(CC1)O[Si](C(C)C)(C(C)C)C(C)C)=O)Cl ((R)-4-{3,5-dichloro-4-[2-oxo-1-(4-triisopropylsilanyloxy-piperidin-1-yl)-pyrrolidin-3-ylmethyl]-phenoxy}-benzonitrile). Solvent: CS(=O)C (DMSO). Conditions: time 12 hour. Product: ClC=1C=C(OC2=CC=C(C(=O)N)C=C2)C=C(C1C[C@H]1C(N(CC1)N1CCC(CC1)O[Si](C(C)C)(C(C)C)C(C)C)=O)Cl ((R)-4-{3,5-Dichloro-4-[2-oxo-1-(4-triisopropylsilanyloxy-piperidin-1-yl)-pyrrolidin-3-ylmethyl]-phenoxy}-benzamide). The yield is 68.9%. RXN SMILES: [Cl:1][C:2]1[CH:3]=[C:4]([CH:14]=[C:15]([Cl:41])[C:16]=1[CH2:17][C@@H:18]1[CH2:22][CH2:21][N:20]([N:23]2[CH2:28][CH2:27][CH:26]([O:29][Si:30]([CH:37]([CH3:39])[CH3:38])([CH:34]([CH3:36])[CH3:35])[CH:31]([CH3:33])[CH3:32])[CH2:25][CH2:24]2)[C:19]1=[O:40])[O:5][C:6]1[CH:13]=[CH:12][C:9]([C:10]#[N:11])=[CH:8][CH:7]=1.C(=O)([O-])[O-:43].[K+].[K+].OO.C(OCC)(=O)C>CS(C)=O>[Cl:1][C:2]1[CH:3]=[C:4]([CH:14]=[C:15]([Cl:41])[C:16]=1[CH2:17][C@@H:18]1[CH2:22][CH2:21][N:20]([N:23]2[CH2:24][CH2:25][CH:26]([O:29][Si:30]([CH:34]([CH3:35])[CH3:36])([CH:37]([CH3:39])[CH3:38])[CH:31]([CH3:32])[CH3:33])[CH2:27][CH2:28]2)[C:19]1=[O:40])[O:5][C:6]1[CH:13]=[CH:12][C:9]([C:10]([NH2:11])=[O:43])=[CH:8][CH:7]=1 |f:1.2.3|. Procedure: Cool a solution of (R)-4-{3,5-dichloro-4-[2-oxo-1-(4-triisopropylsilanyloxy-piperidin-1-yl)-pyrrolidin-3-ylmethyl]-phenoxy}-benzonitrile (0.295 g, 0.48 mmol) in DMSO (5 mL) on an ice bath. Add to the solution potassium carbonate (0.331 g, 2.4 mmol) and hydrogen peroxide (30% in water, 1 mL) and stir the reaction at 0° C. for 1.5 hours and then at room temperature for 12 hours. Dilute the reaction with ethyl acetate, and wash three times with water and then one time with brine. Dry the organic ph... Reported procedure: Mixture: 33 g (63 mmol) of (4S,5S)-4,5-bis(3'-benzyloxy-4'-methoxyphenyl)-2-oxo-1,3,2-dioxathiolane, 300 ml of dichloromethane/acetonitrile 1:1, 200 ml of ice-water, 72.7 mg (0.35 mmol) of ruthenium (III) chloride hydrate, 26.83 g (125.4 mmol) of sodium metaperiodate. The solvent is ClCCl.C(C)#N (dichloromethane acetonitrile). The reactants are C(C1=CC=CC=C1)OC=1C=C(C=CC1OC)[C@@H]1OS(O[C@H]1C1=CC(=C(C=C1)OC)OCC1=CC=CC=C1)=O ((4S,5S)-4,5-bis(3'-benzyloxy-4'-methoxyphenyl)-2-oxo-1,3,2-dioxathiolane), ice water, I(=O)(=O)(=O)[O-].[Na+] (sodium metaperiodate). Product: C(C1=CC=CC=C1)OC=1C=C(C=CC1OC)[C@@H]1OS(O[C@H]1C1=CC(=C(C=C1)OC)OCC1=CC=CC=C1)(=O)=O ((4S,5S)-4,5-bis(3'-Benzyloxy-4'-methoxyphenyl)-2,2-dioxo-1,3,2-dioxathiolane). The reagents and catalysts are O.[Ru](Cl)(Cl)Cl (ruthenium (III) chloride hydrate). RXN SMILES: [CH2:1]([O:8][C:9]1[CH:10]=[C:11]([C@H:17]2[C@H:21]([C:22]3[CH:27]=[CH:26][C:25]([O:28][CH3:29])=[C:24]([O:30][CH2:31][C:32]4[CH:37]=[CH:36][CH:35]=[CH:34][CH:33]=4)[CH:23]=3)[O:20][S:19](=[O:38])[O:18]2)[CH:12]=[CH:13][C:14]=1[O:15][CH3:16])[C:2]1[CH:7]=[CH:6][CH:5]=[CH:4][CH:3]=1.I([O-])(=O)(=O)=[O:40].[Na+]>O.[Ru](Cl)(Cl)Cl.ClCCl.C(#N)C>[CH2:31]([O:30][C:24]1[CH:23]=[C:22]([C@H:21]2[C@H:17]([C:11]3[CH:12]=[CH:13][C:14]([O:15][CH3:16])=[C:9]([O:8][CH2:1][C:2]4[CH:7]=[CH:6][CH:5]=[CH:4][CH:3]=4)[CH:10]=3)[O:18][S:19](=[O:40])(=[O:38])[O:20]2)[CH:27]=[CH:26][C:25]=1[O:28][CH3:29])[C:32]1[CH:33]=[CH:34][CH:35]=[CH:36][CH:37]=1 |f:1.2,3.4,5.6|. Starting materials: [N+](=O)([O-])C1=C(C=O)C=C(C=C1)B1OC(C(O1)(C)C)(C)C (2-nitro-5-(4,4,5,5-tetramethyl-[1,3,2]dioxaborolan-2-yl)-benzaldehyde), BrC1=C(C=CC=C1)CCNS(=O)(=O)C1=CC=CC=C1 (N-[2-(2-bromo-phenyl)-ethyl]-benzenesulfonamide), Pd(PCy3)2Cl2. Solvent: COCCOC (DME), C(=O)([O-])[O-].[Na+].[Na+] (Na2CO3). Run at temperature 80 celsius, time 3 hour. Product: C(=O)C=1C=C(C=CC1[N+](=O)[O-])C1=C(C=CC=C1)CCNS(=O)(=O)C1=CC=CC=C1 (N-[2-(3′-Formyl-4′-nitro-biphenyl-2-yl)-ethyl]-benzenesulfonamide). Reaction SMILES: [N+:1]([C:4]1[CH:11]=[CH:10][C:9](B2OC(C)(C)C(C)(C)O2)=[CH:8][C:5]=1[CH:6]=[O:7])([O-:3])=[O:2].Br[C:22]1[CH:27]=[CH:26][CH:25]=[CH:24][C:23]=1[CH2:28][CH2:29][NH:30][S:31]([C:34]1[CH:39]=[CH:38][CH:37]=[CH:36][CH:35]=1)(=[O:33])=[O:32]>COCCOC.C([O-])([O-])=O.[Na+].[Na+]>[CH:6]([C:5]1[CH:8]=[C:9]([C:22]2[CH:27]=[CH:26][CH:25]=[CH:24][C:23]=2[CH2:28][CH2:29][NH:30][S:31]([C:34]2[CH:35]=[CH:36][CH:37]=[CH:38][CH:39]=2)(=[O:32])=[O:33])[CH:10]=[CH:11][C:4]=1[N+:1]([O-:3])=[O:2])=[O:7] |f:3.4.5|. Procedure details: A mixture of 2-nitro-5-(4,4,5,5-tetramethyl-[1,3,2]dioxaborolan-2-yl)-benzaldehyde (0.001 mol), N-[2-(2-bromo-phenyl)-ethyl]-benzenesulfonamide (0.0012 mol) and Pd(PCy3)2Cl2 (0.00005 mol) in DME (5 mL) and 1M Na2CO3 (2 mL) in a reaction vial was stirred for 3 hours at 80° C., then DME was removed under a stream of N2 and the resulting mixture was extracted with CH2Cl2. The mixture was filtered through Extrelut, and the organic layer was blown dry, then the desired product was isolated by FAST-sy... Starting materials: C1CCOC1, C[Zn+], [Cl-], COc1ccnc(Cl)c1, [K+], [K+], O=C([O-])[O-], O=C(O)CN(CCN(CC(=O)O)CC(=O)O)CC(=O)O, c1ccc(P(c2ccccc2)(c2ccccc2)[Pd](P(c2ccccc2)(c2ccccc2)c2ccccc2)(P(c2ccccc2)(c2ccccc2)c2ccccc2)P(c2ccccc2)(c2ccccc2)c2ccccc2)cc1. The product is COc1ccnc(C)c1. RXN SMILES: [CH2:39]1[O:40][CH2:41][CH2:42][CH2:43]1.[CH3:2][Zn+:3].[Cl-:1].[Cl:4][c:5]1[n:6][cH:7][cH:8][c:9]([O:11][CH3:12])[cH:10]1.[K+:33].[K+:34].[O-:35][C:36]([O-:37])=[O:38].[OH:13][C:14]([CH2:15][N:16]([CH2:17][C:18](=[O:19])[OH:20])[CH2:21][CH2:22][N:23]([CH2:24][C:25](=[O:26])[OH:27])[CH2:28][C:29](=[O:30])[OH:31])=[O:32].[cH:44]1[cH:45][cH:46][c:47]([P:48]([Pd:49]([P:50]([c:51]2[cH:52][cH:53][cH:54][cH:55][cH:56]2)([c:57]2[cH:58][cH:59][cH:60][cH:61][cH:62]2)[c:63]2[cH:64][cH:65][cH:66][cH:67][cH:68]2)([P:69]([c:70]2[cH:71][cH:72][cH:73][cH:74][cH:75]2)([c:76]2[cH:77][cH:78][cH:79][cH:80][cH:81]2)[c:82]2[cH:83][cH:84][cH:85][cH:86][cH:87]2)[P:88]([c:89]2[cH:90][cH:91][cH:92][cH:93][cH:94]2)([c:95]2[cH:96][cH:97][cH:98][cH:99][cH:100]2)[c:101]2[cH:102][cH:103][cH:104][cH:105][cH:106]2)([c:107]2[cH:108][cH:109][cH:110][cH:111][cH:112]2)[c:113]2[cH:114][cH:115][cH:116][cH:117][cH:118]2)[cH:119][cH:120]1>>[c:5]1([CH3:14])[n:6][cH:7][cH:8][c:9]([O:11][CH3:12])[cH:10]1. The reactants are BrC1=CC=C(C=C1)C1=NC=2C(=NC=CC2)N1CC(=O)NCCN1CCCCC1 (2-(4-Bromophenyl)-N-[2-(1-piperidinyl)ethyl]-3H-imidazo[4,5-b]pyridine-3-acetamide), hydrochloride salt, Cl (hydrochloric acid). Solvent: C(C)(C)O.C(C)(C)OC(C)C (isopropyl alcohol isopropyl ether). Yields the product O.Cl.BrC1=CC=C(C=C1)C1=NC=2C(=NC=CC2)N1CC(=O)NCCN1CCCCC1 (2-(4-Bromophenyl)-N-[2-(1-piperidinyl)ethyl]-3H-imidazo[4,5-b]pyridine-3-acetamide hydrochloride hydrate). Isolated yield 83.0%. As a reaction SMILES: [Br:1][C:2]1[CH:7]=[CH:6][C:5]([C:8]2[N:16]([CH2:17][C:18]([NH:20][CH2:21][CH2:22][N:23]3[CH2:28][CH2:27][CH2:26][CH2:25][CH2:24]3)=[O:19])[C:11]3=[N:12][CH:13]=[CH:14][CH:15]=[C:10]3[N:9]=2)=[CH:4][CH:3]=1.[ClH:29]>C(O)(C)C.C(OC(C)C)(C)C>[OH2:19].[ClH:29].[Br:1][C:2]1[CH:3]=[CH:4][C:5]([C:8]2[N:16]([CH2:17][C:18]([NH:20][CH2:21][CH2:22][N:23]3[CH2:28][CH2:27][CH2:26][CH2:25][CH2:24]3)=[O:19])[C:11]3=[N:12][CH:13]=[CH:14][CH:15]=[C:10]3[N:9]=2)=[CH:6][CH:7]=1 |f:2.3,4.5.6|. Procedure: 2-(4-Bromophenyl)-N-[2-(1-piperidinyl)ethyl]-3H-imidazo[4,5-b]pyridine-3-acetamide (3.5 g, 0.0079 mole) was converted to the hydrochloride salt in isopropyl alcohol-isopropyl ether, using concentrated hydrochloric acid to acidify. Recrystallization from isopropyl alcohol-isopropyl ether gave 3.5 g (83%) of a white solid, mp 150°-153° C.